From a dataset of the Open Reaction Database (ORD), a public repository of structured organic reaction records. describe an organic reaction: reactants, conditions, products, and yield Starting materials: FC1=CC=C(C=C1)N1N=CC2=CC(=CC=C12)O[C@H]([C@@H](C)N)C1=CC=CC=C1 ((1S,2R)-1-{[1-(4-fluorophenyl)-1H-indazol-5-yl]oxy}-1-phenylpropan-2-amine), C1(CCC1)C(=O)Cl (cyclobutanecarbonyl chloride). Yields the product FC1=CC=C(C=C1)N1N=CC2=CC(=CC=C12)O[C@@H]([C@H](C)NC(=O)C1CCC1)C1=CC=CC=C1 (N-[(1R,2S)-1-[1-(4-fluorophenyl)indazol-5-yl]oxy-1-phenyl-propan-2-yl]cyclobutanecarboxamide). As a reaction SMILES: [F:1][C:2]1[CH:7]=[CH:6][C:5]([N:8]2[C:16]3[C:11](=[CH:12][C:13]([O:17][C@@H:18]([C:22]4[CH:27]=[CH:26][CH:25]=[CH:24][CH:23]=4)[C@H:19]([NH2:21])[CH3:20])=[CH:14][CH:15]=3)[CH:10]=[N:9]2)=[CH:4][CH:3]=1.[CH:28]1([C:32](Cl)=[O:33])[CH2:31][CH2:30][CH2:29]1>>[F:1][C:2]1[CH:3]=[CH:4][C:5]([N:8]2[C:16]3[C:11](=[CH:12][C:13]([O:17][C@H:18]([C:22]4[CH:23]=[CH:24][CH:25]=[CH:26][CH:27]=4)[C@@H:19]([NH:21][C:32]([CH:28]4[CH2:31][CH2:30][CH2:29]4)=[O:33])[CH3:20])=[CH:14][CH:15]=3)[CH:10]=[N:9]2)=[CH:6][CH:7]=1. Procedure details: Prepared as described in Example 1 using (1S,2R)-1-{[1-(4-fluorophenyl)-1H-indazol-5-yl]oxy}-1-phenylpropan-2-amine (1a, 18 mg, 50 μmol) and cyclobutanecarbonyl chloride (18 mg, 150 μmol). Yield 18 mg (82%). The reactants are C(C1=CC=CC=C1)ON1[C@@H]2CC[C@H](N(C1=O)C2)C2=NOC(=C2)C(=O)N (3-((2S,5R)-6-(benzyloxy)-7-oxo-1,6-diaza-bicyclo[3.2.1]octan-2-yl)isoxazole-5-carboxamide). The reagents and catalysts are [Pd] (Pd/C). Run in C1CCOC1 (THF). Conditions: time 2 hour. Yields the product ON1[C@@H]2CC[C@H](N(C1=O)C2)C2=NOC(=C2)C(=O)N (3-((2S,5R)-6-hydroxy-7-oxo-1,6-diaza-bicyclo[3.2.1]octan-2-yl)isoxazole-5-carboxamide). The yield is 92.3%. As a reaction SMILES: C([O:8][N:9]1[C:15](=[O:16])[N:14]2[CH2:17][C@H:10]1[CH2:11][CH2:12][C@H:13]2[C:18]1[CH:22]=[C:21]([C:23]([NH2:25])=[O:24])[O:20][N:19]=1)C1C=CC=CC=1>C1COCC1.[Pd]>[OH:8][N:9]1[C:15](=[O:16])[N:14]2[CH2:17][C@H:10]1[CH2:11][CH2:12][C@H:13]2[C:18]1[CH:22]=[C:21]([C:23]([NH2:25])=[O:24])[O:20][N:19]=1. Procedure details: A mixture of 3-((2S,5R)-6-(benzyloxy)-7-oxo-1,6-diaza-bicyclo[3.2.1]octan-2-yl)isoxazole-5-carboxamide (0.25 g, 0.73 mmol) and 10% Pd/C (0.12 g) in THF (8 mL) was stirred at rt under H2 atmosphere for 2 hrs. The reaction mixture was then filtered and concentrated to afford 3-((2S,5R)-6-hydroxy-7-oxo-1,6-diaza-bicyclo[3.2.1]octan-2-yl)isoxazole-5-carboxamide (0.17 g, 90%) as a light yellow solid, which was used directly in the next step. ESI-MS (EI+, m/z): 253 [M+H]+. Starting materials: O=C([O-])[O-], CCc1ccc2cc(C(=O)Cn3ccnc3)ccc2c1, CCOC(C)=O, Cc1ccccc1, [K+], [K+], OCCO, Cc1ccc(S(=O)(=O)O)cc1. The product is CCc1ccc2cc(C3(Cn4ccnc4)OCCO3)ccc2c1. As a reaction SMILES: [C:36](=[O:37])([O-:38])[O-:39].[CH2:1]([CH3:2])[c:3]1[cH:4][c:5]2[cH:6][cH:7][c:8]([C:13](=[O:14])[CH2:15][n:16]3[cH:17][n:18][cH:19][cH:20]3)[cH:9][c:10]2[cH:11][cH:12]1.[CH3:42][CH2:43][O:44][C:45](=[O:46])[CH3:47].[CH3:48][c:49]1[cH:50][cH:51][cH:52][cH:53][cH:54]1.[K+:40].[K+:41].[OH:21][CH2:22][CH2:23][OH:24].[c:25]1([CH3:26])[cH:27][cH:28][c:29]([S:30]([OH:31])(=[O:32])=[O:33])[cH:34][cH:35]1>>[CH2:1]([CH3:2])[c:3]1[cH:4][c:5]2[cH:6][cH:7][c:8]([C:13]3([CH2:15][n:16]4[cH:17][n:18][cH:19][cH:20]4)[O:14][CH2:23][CH2:22][O:21]3)[cH:9][c:10]2[cH:11][cH:12]1. The reactants are COC(=S)c1cc(N)c(C)s1, OB(O)c1ccc(-c2ccccc2)cc1. Product: COC(=S)c1cc(Nc2ccc(-c3ccccc3)cc2)c(C)s1. RXN SMILES: [NH2:1][c:2]1[cH:3][c:4]([C:8](=[S:9])[O:10][CH3:11])[s:5][c:6]1[CH3:7].[c:12]1(-[c:18]2[cH:19][cH:20][c:21]([B:24]([OH:25])[OH:26])[cH:22][cH:23]2)[cH:13][cH:14][cH:15][cH:16][cH:17]1>>[NH:1]([c:2]1[cH:3][c:4]([C:8](=[S:9])[O:10][CH3:11])[s:5][c:6]1[CH3:7])[c:21]1[cH:20][cH:19][c:18](-[c:12]2[cH:13][cH:14][cH:15][cH:16][cH:17]2)[cH:23][cH:22]1. The product is O[C@@]12CCC([C@@]1(C)CC[C@@H]1[C@]3(CCC(C=C3C(C[C@@H]21)=O)=O)C)=O (14α-hydroxy-4-androstene-3,6,17-trione). Run at time 4 hour. Procedure: 6β,14α-dihydroxy-4-androstene-3,17-dione (50 g) thus prepared in the above-mentioned manner was dissolved in 1 liter of chloroform and transferred to a glass sealable vessel; after blowing oxygen therein, the vessel was sealed and allowed to stand for 4 hours under sunlight. Thereafter, the chloroform was removed by evaporation at 40° C. After the evaporation, the resultant residue was analyzed by thin layer chromatography and a spot for 14α-hydroxy-4-androstene-3,6,17-trione only was confirmed.... Reactants: O[C@@H]1C[C@H]2[C@@]3(CCC([C@@]3(C)CC[C@@H]2[C@]2(CCC(C=C12)=O)C)=O)O (6β,14α-dihydroxy-4-androstene-3,17-dione), O=O (oxygen). RXN SMILES: [OH:1][C@H:2]1[C:19]2[C@:14]([CH3:21])([CH2:15][CH2:16][C:17](=[O:20])[CH:18]=2)[C@@H:13]2[C@H:4]([C@@:5]3([OH:23])[C@@:9]([CH2:11][CH2:12]2)([CH3:10])[C:8](=[O:22])[CH2:7][CH2:6]3)[CH2:3]1.O=O>C(Cl)(Cl)Cl>[OH:23][C@:5]12[C@H:4]3[C@@H:13]([C@:14]4([CH3:21])[C:19]([C:2](=[O:1])[CH2:3]3)=[CH:18][C:17](=[O:20])[CH2:16][CH2:15]4)[CH2:12][CH2:11][C@:9]1([CH3:10])[C:8](=[O:22])[CH2:7][CH2:6]2. Isolated yield 99.0%. Solvent: C(Cl)(Cl)Cl (chloroform). As a reaction SMILES: O1CCCC1.C([O:8][C:9]([C:11]1[NH:37][C:14]2[N:15]=[CH:16][N:17]=[C:18]([O:19][C:20]3[CH:25]=[CH:24][C:23]([NH:26][C:27]([NH:29][C:30]4[CH:35]=[CH:34][C:33]([F:36])=[CH:32][CH:31]=4)=[O:28])=[CH:22][CH:21]=3)[C:13]=2[CH:12]=1)=O)C.[H-].[Al+3].[Li+].[H-].[H-].[H-]>O>[F:36][C:33]1[CH:34]=[CH:35][C:30]([NH:29][C:27]([NH:26][C:23]2[CH:22]=[CH:21][C:20]([O:19][C:18]3[C:13]4[CH:12]=[C:11]([CH2:9][OH:8])[NH:37][C:14]=4[N:15]=[CH:16][N:17]=3)=[CH:25][CH:24]=2)=[O:28])=[CH:31][CH:32]=1 |f:2.3.4.5.6.7|. Reported procedure: After adding 9 ml of tetrahydrofuran to 55 mg of the 4-{4-[3-(4-fluorophenyl)ureido]phenoxy)-7H-pyrrolo[2,3-d]pyrimidine-6-carboxylic acid ethyl ester synthesized in Example 163 and stirring the mixture, 25 mg of lithium aluminum hydride was added at room temperature and the mixture was stirred for 2 days. Water was then added, liquid separation and extraction were performed with an ethyl acetate-tetrahydrofuran mixed solvent, and the organic layer was filtered with celite and concentrated to dr... Run in O (Water). Starting materials: O1CCCC1 (tetrahydrofuran), C(C)OC(=O)C1=CC2=C(N=CN=C2OC2=CC=C(C=C2)NC(=O)NC2=CC=C(C=C2)F)N1 (4-{4-[3-(4-Fluorophenyl)ureido]phenoxy)-7H-pyrrolo[2,3-d]pyrimidine-6-carboxylic acid ethyl ester), [H-].[Al+3].[Li+].[H-].[H-].[H-] (lithium aluminum hydride). Yields the product FC1=CC=C(C=C1)NC(=O)NC1=CC=C(C=C1)OC=1C2=C(N=CN1)NC(=C2)CO (1-(4-Fluorophenyl)-3-[4-(6-hydroxymethyl-7H-pyrrolo[2,3-d]pyrimidin-4-yloxy)phenyl]urea). Isolated yield 70.4%. Conditions: time 2 day. Starting materials: C(OCC)(OCC)OCC (Triethyl orthoformate), C(C)(=O)O[C@H]1CC([C@]2(CC)[C@@H]1[C@@H]1CCC3=CC(CC[C@@H]3[C@H]1CC2)=O)=O (15α-acetoxy-18-methyl-estr-4-en-3,17-dione), C([O-])([O-])=O.[K+].[K+] (Potassium carbonate). The reagents and catalysts are C1(=CC=C(C=C1)S(=O)(=O)O)C (p-Toluenesulfonic acid). The solvent is C(C)O (ethanol), O (water), O (water). Run at time 1 hour. The product is C(C)OC1=CC2=CC[C@H]3[C@@H]4C=CC([C@@]4(CC)CC[C@@H]3[C@H]2CC1)=O (3-ethoxy-18-methyl-estra-3,5,15-trien-17-one). Isolated yield 71.6%. As a reaction SMILES: [CH:1]([O:8][CH2:9][CH3:10])(OCC)OCC.C(O[C@@H:15]1[C@H:21]2[C@H:22]3[C@H:31]([CH2:32][CH2:33][C@:18]2([CH2:19][CH3:20])[C:17](=[O:35])[CH2:16]1)[C@@H:30]1[C:25](=[CH:26]C(=O)[CH2:28][CH2:29]1)[CH2:24][CH2:23]3)(=O)C.C(=O)([O-])[O-].[K+].[K+]>C(O)C.O.C1(C)C=CC(S(O)(=O)=O)=CC=1>[CH2:9]([O:8][C:1]1[CH2:28][CH2:29][C@H:30]2[C:25](=[CH:24][CH2:23][C@@H:22]3[C@@H:31]2[CH2:32][CH2:33][C@@:18]2([CH2:19][CH3:20])[C@H:21]3[CH:15]=[CH:16][C:17]2=[O:35])[CH:26]=1)[CH3:10] |f:2.3.4|. Reported procedure: Triethyl orthoformate (2 ml, 12 mmol) and p-Toluenesulfonic acid (20 mg, 0.10 mmol) were added to a suspension of 15α-acetoxy-18-methyl-estr-4-en-3,17-dione (2 g, 5.81 mmol) in ethanol (20 ml). The mixture was stirred at room temperature for 1 h. Potassium carbonate (1.1 g, 8.06 mmol) in solution in water (20 ml) was added and the mixture was heated under reflux for 2 h, cooled to 10° C. and water (20 ml) was then added. The precipitate was filtered, washed with water and dried under vacuum, to ...